From a dataset of the Open Reaction Database (ORD), a public repository of structured organic reaction records. describe an organic reaction: reactants, conditions, products, and yield Reactants: Cl.COC=1C=C(C=CC1OC)C=1C(C(N(N1)C1CCNCC1)=O)(C)C (5-(3,4-dimethoxyphenyl)-4,4-dimethyl-2-(piperidin-4-yl)-2,4-dihydro-3H-pyrazol-3-one hydrochloride), Cl.COC=1C=C(C=CC1OC)C=1C(C(N(N1)C1CCNCC1)=O)(C)C (5-(3,4-dimethoxyphenyl)-4,4-dimethyl-2-(piperidin-4-yl)-2,4-dihydro-3H-pyrazol-3-one hydrochloride), ClC1=C(C=CC=C1)S(=O)(=O)Cl (2-chlorobenzenesulfonyl chloride). Product: ClC1=C(C=CC=C1)S(=O)(=O)N1CCC(CC1)N1N=C(C(C1=O)(C)C)C1=CC(=C(C=C1)OC)OC (2-{1-[(2-Chlorophenyl)sulfonyl]piperidin-4-yl}-5-(3,4-dimethoxyphenyl)-4,4-dimethyl-2,4-dihydro-3H-pyrazol-3-one). As a reaction SMILES: Cl.[CH3:2][O:3][C:4]1[CH:5]=[C:6]([C:12]2[C:13]([CH3:25])([CH3:24])[C:14](=[O:23])[N:15]([CH:17]3[CH2:22][CH2:21][NH:20][CH2:19][CH2:18]3)[N:16]=2)[CH:7]=[CH:8][C:9]=1[O:10][CH3:11].[Cl:26][C:27]1[CH:32]=[CH:31][CH:30]=[CH:29][C:28]=1[S:33](Cl)(=[O:35])=[O:34]>>[Cl:26][C:27]1[CH:32]=[CH:31][CH:30]=[CH:29][C:28]=1[S:33]([N:20]1[CH2:21][CH2:22][CH:17]([N:15]2[C:14](=[O:23])[C:13]([CH3:25])([CH3:24])[C:12]([C:6]3[CH:7]=[CH:8][C:9]([O:10][CH3:11])=[C:4]([O:3][CH3:2])[CH:5]=3)=[N:16]2)[CH2:18][CH2:19]1)(=[O:35])=[O:34] |f:0.1|. Procedure details: The title compound is prepared analogously as described for GP1 using 5-(3,4-dimethoxyphenyl)-4,4-dimethyl-2-(piperidin-4-yl)-2,4-dihydro-3H-pyrazol-3-one hydrochloride (compound B1*HCl) and 2-chlorobenzenesulfonyl chloride as starting compounds. The crude product is purified by crystallization from methanol to yield the title compound.